Dataset: the Open Reaction Database (ORD), a public repository of structured organic reaction records. Task: describe an organic reaction: reactants, conditions, products, and yield Starting materials: CC(C)(C)O, CCOC(=O)N1C2CCC1CC(C=O)C2, [K+], O=[Mn](=O)(=O)[O-]. Yields the product CCOC(=O)N1C2CCC1CC(C(=O)O)C2. Reaction SMILES: [C:22]([OH:23])([CH3:24])([CH3:25])[CH3:26].[CH:1](=[O:2])[CH:3]1[CH2:4][CH:5]2[CH2:6][CH2:7][CH:8]([CH2:9]1)[N:10]2[C:11](=[O:12])[O:13][CH2:14][CH3:15].[K+:21].[Mn:16](=[O:17])([O-:18])(=[O:19])=[O:20]>>[C:1](=[O:2])([CH:3]1[CH2:4][CH:5]2[CH2:6][CH2:7][CH:8]([CH2:9]1)[N:10]2[C:11](=[O:12])[O:13][CH2:14][CH3:15])[OH:17].